describe an organic reaction: reactants, conditions, products, and yield From a dataset of the Open Reaction Database (ORD), a public repository of structured organic reaction records. Reactants: COC(=O)CBr, CN(C)C=O, [Cl-], Cn1c(C(F)(F)F)cc(=O)n(-c2cc(Oc3cnccc3O)c(Cl)cc2F)c1=O, [H-], [NH4+], [Na+]. Product: COC(=O)COc1ccncc1Oc1cc(-n2c(=O)cc(C(F)(F)F)n(C)c2=O)c(F)cc1Cl. As a reaction SMILES: [Br:32][CH2:33][C:34](=[O:35])[O:36][CH3:37].[CH3:40][N:41]([CH3:42])[CH:43]=[O:44].[Cl-:38].[Cl:3][c:4]1[c:5]([O:6][c:7]2[cH:8][n:9][cH:10][cH:11][c:12]2[OH:13])[cH:14][c:15](-[n:19]2[c:20](=[O:31])[n:21]([CH3:30])[c:22]([C:26]([F:27])([F:28])[F:29])[cH:23][c:24]2=[O:25])[c:16]([F:18])[cH:17]1.[H-:1].[NH4+:39].[Na+:2]>>[Cl:3][c:4]1[c:5]([O:6][c:7]2[cH:8][n:9][cH:10][cH:11][c:12]2[O:13][CH2:33][C:34](=[O:35])[O:36][CH3:37])[cH:14][c:15](-[n:19]2[c:20](=[O:31])[n:21]([CH3:30])[c:22]([C:26]([F:27])([F:28])[F:29])[cH:23][c:24]2=[O:25])[c:16]([F:18])[cH:17]1. The reactants are FC1=CC=C(C=C1)CCCC(=O)O (4-(4-fluorophenyl)butyric acid), S(=O)(Cl)Cl (thionyl chloride). Yields the product FC1=CC=C(C=C1)CCCC(=O)Cl (4-(4-fluorophenyl)butyryl chloride). The yield is 101.4%. Reaction SMILES: [F:1][C:2]1[CH:7]=[CH:6][C:5]([CH2:8][CH2:9][CH2:10][C:11]([OH:13])=O)=[CH:4][CH:3]=1.S(Cl)([Cl:16])=O>>[F:1][C:2]1[CH:7]=[CH:6][C:5]([CH2:8][CH2:9][CH2:10][C:11]([Cl:16])=[O:13])=[CH:4][CH:3]=1. Reported procedure: A mixture of 4-(4-fluorophenyl)butyric acid (68.2 g, 0.37 mol) and thionyl chloride (155 g, 1.3 mol) was refluxed for 1.25 h. The mixture was concentrated in vacuo to give 75.3 g (100%) of 4-(4-fluorophenyl)butyryl chloride) The reactants are [BH3-]C#N.[Na+] (NaCNBH3), NC1=NNC2=NC=NC(=C21)NC2=CC(=CC=C2)Cl (3-amino-4-(3-chloro-phenylamino)-1H-pyrazolo[3,4-d]pyrimidine), C(C)(=O)O (acetic acid), COC=1C=C(C=O)C=CC1OC (3,4-dimethoxy-benzaldehyde). Run in CO (methanol), CN1CCN(C1=O)C (DMEU). Product: ClC=1C=C(C=CC1)NC1=C2C(=NC=N1)NN=C2NCC2=CC(=C(C=C2)OC)OC (4-(3-Chloro-phenylamino)-3-(3,4-dimethoxybenzylamino)-1H-pyrazolo[3,4-d]pyrimidine). RXN SMILES: [NH2:1][C:2]1[C:10]2[C:5](=[N:6][CH:7]=[N:8][C:9]=2[NH:11][C:12]2[CH:17]=[CH:16][CH:15]=[C:14]([Cl:18])[CH:13]=2)[NH:4][N:3]=1.C(O)(=O)C.[CH3:23][O:24][C:25]1[CH:26]=[C:27]([CH:30]=[CH:31][C:32]=1[O:33][CH3:34])[CH:28]=O.[BH3-]C#N.[Na+]>CO.CN1C(=O)N(C)CC1>[Cl:18][C:14]1[CH:13]=[C:12]([NH:11][C:9]2[N:8]=[CH:7][N:6]=[C:5]3[NH:4][N:3]=[C:2]([NH:1][CH2:28][C:27]4[CH:30]=[CH:31][C:32]([O:33][CH3:34])=[C:25]([O:24][CH3:23])[CH:26]=4)[C:10]=23)[CH:17]=[CH:16][CH:15]=1 |f:3.4|. Procedure: Analogously to Example 21, 1.00 mmol of 3-amino-4-(3-chloro-phenylamino)-1H-pyrazolo[3,4-d]pyrimidine in 26 ml of methanol, 13 ml of DMEU and 3.0 mmol of acetic acid are first reacted with 3,4-dimethoxy-benzaldehyde and then reduced with 7.00 mmol of NaCNBH3 (5-7 days). 4-(3-Chloro-phenylamino)-3-(3,4-dimethoxybenzylamino)-1H-pyrazolo[3,4-d]pyrimidine is obtained; m.p. 228-232° C.; TRet (Grad5-40)=19.0. Reactants: CC(C)(C)OC(=O)C1CCC(=O)N1C(=O)c1ccccc1CBr, CCOP(OCC)OCC. Yields the product CCOP(=O)(Cc1ccccc1C(=O)N1C(=O)CCC1C(=O)OC(C)(C)C)OCC. RXN SMILES: [C:1]([CH3:2])([CH3:3])([CH3:4])[O:5][C:6](=[O:7])[CH:8]1[N:9]([C:14]([c:15]2[c:16]([CH2:21][Br:22])[cH:17][cH:18][cH:19][cH:20]2)=[O:23])[C:10](=[O:13])[CH2:11][CH2:12]1.[CH2:24]([CH3:25])[O:26][P:27]([O:28][CH2:29][CH3:30])[O:31][CH2:32][CH3:33]>>[C:1]([CH3:2])([CH3:3])([CH3:4])[O:5][C:6](=[O:7])[CH:8]1[N:9]([C:14]([c:15]2[c:16]([CH2:21][P:27]([O:26][CH2:24][CH3:25])([O:28][CH2:29][CH3:30])=[O:31])[cH:17][cH:18][cH:19][cH:20]2)=[O:23])[C:10](=[O:13])[CH2:11][CH2:12]1.